From a dataset of the Open Reaction Database (ORD), a public repository of structured organic reaction records. describe an organic reaction: reactants, conditions, products, and yield The reactants are ClCCl, COc1cc(C)cc(OC)c1C1=NC(N)C(=O)N(C)c2ccccc21, O, O=S(Cl)Cl, c1ccncc1, O=C(O)c1cc2ccccc2[nH]1. The product is COc1cc(C)cc(OC)c1C1=NC(NC(=O)c2cc3ccccc3[nH]2)C(=O)N(C)c2ccccc21. As a reaction SMILES: [Cl:48][CH2:49][Cl:50].[NH2:23][CH:24]1[C:25](=[O:47])[N:26]([CH3:46])[c:27]2[c:28]([cH:42][cH:43][cH:44][cH:45]2)[C:29]([c:31]2[c:32]([O:40][CH3:41])[cH:33][c:34]([CH3:39])[cH:35][c:36]2[O:37][CH3:38])=[N:30]1.[OH2:51].[S:7]([Cl:8])([Cl:9])=[O:10].[cH:1]1[cH:2][cH:3][n:4][cH:5][cH:6]1.[nH:11]1[c:12]([C:20](=[O:21])[OH:22])[cH:13][c:14]2[cH:15][cH:16][cH:17][cH:18][c:19]12>>[nH:11]1[c:12]([C:20](=[O:22])[NH:23][CH:24]2[C:25](=[O:47])[N:26]([CH3:46])[c:27]3[c:28]([cH:42][cH:43][cH:44][cH:45]3)[C:29]([c:31]3[c:32]([O:40][CH3:41])[cH:33][c:34]([CH3:39])[cH:35][c:36]3[O:37][CH3:38])=[N:30]2)[cH:13][c:14]2[cH:15][cH:16][cH:17][cH:18][c:19]12. Reactants: O1CCOC2=C1C=CC=C2N2CCN(CC2)CCCN2C(NCC2)=O (1-[3-[4-(1,4-benzodioxan-5-yl)-1-piperazinyl]-1-propyl]-2-imidazolidinone), O1CCOC2=C1C=CC=C2N2CCNCC2 (1-(1,4-benzodioxan-5-yl)piperazin), ClCCCN1C(NCC1)=O (1-(3-chloro-1-propyl)-2-imidazolidinone), C(C1=CC=CC=C1)=O (benzaldehyde), [BH4-].[Na+] (sodium borohydride), C(C1=CC=CC=C1)=O (benzaldehyde), [BH4-].[Na+] (sodium borohydride). Solvent: C(C)(=O)O (acetic acid), C(C)(=O)OCC.C(C)O.C(C)N(CC)CC (ethyl acetate ethanol triethylamine). Conditions: time 16 hour. Product: Cl.O1CCOC2=C1C=CC=C2N2CCN(CC2)CCCN2C(N(CC2)CC2=CC=CC=C2)=O (1-[3-[4-(1,4--Benzodioxan-5-yl)-1-piperazinyl]-1-propyl]-3-benzyl-2-imidazolidinone, hydrochloride). RXN SMILES: [O:1]1[C:6]2[CH:7]=[CH:8][CH:9]=[C:10]([N:11]3[CH2:16][CH2:15][N:14]([CH2:17][CH2:18][CH2:19][N:20]4[CH2:24][CH2:23][NH:22][C:21]4=[O:25])[CH2:13][CH2:12]3)[C:5]=2[O:4][CH2:3][CH2:2]1.O1C2C=CC=C(N3CCNCC3)C=2OCC1.[Cl:42]CCCN1CCNC1=O.[CH:52](=O)[C:53]1[CH:58]=[CH:57][CH:56]=[CH:55][CH:54]=1.[BH4-].[Na+]>C(O)(=O)C.C(OCC)(=O)C.C(O)C.C(N(CC)CC)C>[ClH:42].[O:1]1[C:6]2[CH:7]=[CH:8][CH:9]=[C:10]([N:11]3[CH2:16][CH2:15][N:14]([CH2:17][CH2:18][CH2:19][N:20]4[CH2:24][CH2:23][N:22]([CH2:52][C:53]5[CH:58]=[CH:57][CH:56]=[CH:55][CH:54]=5)[C:21]4=[O:25])[CH2:13][CH2:12]3)[C:5]=2[O:4][CH2:3][CH2:2]1 |f:4.5,7.8.9,10.11|. Procedure: A solution of 1-[3-[4-(1,4-benzodioxan-5-yl)-1-piperazinyl]-1-propyl]-2-imidazolidinone (prepared from 1-(1,4-benzodioxan-5-yl)piperazin and 1-(3-chloro-1-propyl)-2-imidazolidinone by the method described in EXAMPLE 2) (2.5 g) and benzaldehyde (2.3 g) in glacial acetic acid (30 ml) was treated portionwise with sodium borohydride (0.6 g) keeping the temperature at 10° C. After stirring for 40 min. at room temperature additional benzaldehyde (2.3 g) and sodium borohydride (0.6 g) was added and the... Reactants: C1CCOC1, CO, Cl, [Na+], [OH-], O, O=C(Oc1ccc(OCc2ccccc2)c(N(Cc2ccccc2)S(=O)(=O)c2ccccc2)c1)c1ccccc1. The product is O=S(=O)(c1ccccc1)N(Cc1ccccc1)c1cc(O)ccc1OCc1ccccc1. Reaction SMILES: [CH2:44]1[O:45][CH2:46][CH2:47][CH2:48]1.[CH3:49][OH:50].[ClH:43].[Na+:42].[OH-:41].[OH2:51].[c:1]1([S:7](=[O:8])(=[O:9])[N:10]([c:11]2[cH:12][c:13]([O:25][C:26](=[O:27])[c:28]3[cH:29][cH:30][cH:31][cH:32][cH:33]3)[cH:14][cH:15][c:16]2[O:17][CH2:18][c:19]2[cH:20][cH:21][cH:22][cH:23][cH:24]2)[CH2:34][c:35]2[cH:36][cH:37][cH:38][cH:39][cH:40]2)[cH:2][cH:3][cH:4][cH:5][cH:6]1>>[c:1]1([S:7](=[O:8])(=[O:9])[N:10]([c:11]2[cH:12][c:13]([OH:25])[cH:14][cH:15][c:16]2[O:17][CH2:18][c:19]2[cH:20][cH:21][cH:22][cH:23][cH:24]2)[CH2:34][c:35]2[cH:36][cH:37][cH:38][cH:39][cH:40]2)[cH:2][cH:3][cH:4][cH:5][cH:6]1.